Dataset: the Open Reaction Database (ORD), a public repository of structured organic reaction records. Task: describe an organic reaction: reactants, conditions, products, and yield The reactants are C(C=CC1=CC=CC=C1)OC1=CC=CC=C1 (cinnamyloxybenzene), C(C1=CC=CC=C1)NC(C(=O)OCC)CC1=CC=CC=C1 (ethyl 2-(benzylamino)-3-phenylpropanoate). Reaction conditions: time 2.5 hour. Product: C(C)OC([C@@H](N(C\C=C\C1=CC=CC=C1)CC1=CC=CC=C1)CC1=CC=CC=C1)=O ((E)-N-Benzyl-N-(3-phenyl-2-propenyl)-3-phenylalanine ethyl ester). Yield: 95.1%. As a reaction SMILES: [CH2:1](OC1C=CC=CC=1)[CH:2]=[CH:3][C:4]1[CH:9]=[CH:8][CH:7]=[CH:6][CH:5]=1.[CH2:17]([NH:24][CH:25]([CH2:31][C:32]1[CH:37]=[CH:36][CH:35]=[CH:34][CH:33]=1)[C:26]([O:28][CH2:29][CH3:30])=[O:27])[C:18]1[CH:23]=[CH:22][CH:21]=[CH:20][CH:19]=1>>[CH2:29]([O:28][C:26](=[O:27])[C@H:25]([CH2:31][C:32]1[CH:33]=[CH:34][CH:35]=[CH:36][CH:37]=1)[N:24]([CH2:17][C:18]1[CH:19]=[CH:20][CH:21]=[CH:22][CH:23]=1)[CH2:1]/[CH:2]=[CH:3]/[C:4]1[CH:9]=[CH:8][CH:7]=[CH:6][CH:5]=1)[CH3:30]. Procedure details: Following the general procedure using cinnamyloxybenzene (105 mg, 0.50 mmol) and ethyl 2-(benzylamino)-3-phenylpropanoate (212 mg, 0.75 mmol), the reaction was stirred for 2.5 h at rt. Column chromatography on silica gel (eluting with 10% EtOAc/hexanes) afforded the product as a pale yellow liquid (190 mg, 95%). The reactants are CO[SiH](OC)OC (Trimethoxysilane), C(C)(=O)O (acetic acid), siloxane, C(=C)[Si](O[Si](C)(C)C=C)(C)C (1,3-divinyl-1,1,3,3-tetramethyldisiloxane), C(C)(=O)O (Acetic acid). The reagents and catalysts are [Pt] (platinum), platinum vinylsiloxane. Run at temperature 60 celsius, time 1 hour. The product is C(=C)[Si](O[Si](C)(C)C(C)[Si](OC)(OC)OC)(C)C (1-vinyl-3-(1-trimethoxysilylethyl)-1,1,3,3-tetramethyldisiloxane). Reaction SMILES: [CH:1]([Si:3]([CH3:11])([CH3:10])[O:4][Si:5]([CH:8]=[CH2:9])([CH3:7])[CH3:6])=[CH2:2].C(O)(=O)C.[CH3:16][O:17][SiH:18]([O:21][CH3:22])[O:19][CH3:20]>[Pt]>[CH:8]([Si:5]([CH3:7])([CH3:6])[O:4][Si:3]([CH:1]([Si:18]([O:21][CH3:22])([O:19][CH3:20])[O:17][CH3:16])[CH3:2])([CH3:10])[CH3:11])=[CH2:9]. Reported procedure: A siloxane according to the present invention was prepared by charging a flask with 55.8 g (0.3 mole) of 1,3-divinyl-1,1,3,3-tetramethyldisiloxane under a nitrogen atmosphere. A platinum/vinylsiloxane catalyst, prepared according to the method described by Hitchcock et al.(Angew. Chem. Int. Ed. Engl., 30, 1991) was added at a level of 10−6 equivalent of platinum. Acetic acid (0.06 g; 0.001 mol) was introduced and the reaction mixture heated to 60° C. Trimethoxysilane (12.2 g; 0.1 mol) and 0.24 g... Reaction SMILES: [CH3:1][O:2][c:3]1[cH:4][cH:5][c:6]([NH:9][c:10]2[cH:11][cH:12][c:13]([O:16][CH3:17])[cH:14][cH:15]2)[cH:7][cH:8]1.[I:18][c:19]1[cH:20][cH:21][cH:22][cH:23][cH:24]1.[c:25]1([CH3:26])[c:27]([CH3:28])[cH:29][cH:30][cH:31][cH:32]1>>[CH3:1][O:2][c:3]1[cH:4][cH:5][c:6]([N:9]([c:10]2[cH:11][cH:12][c:13]([O:16][CH3:17])[cH:14][cH:15]2)[c:19]2[cH:20][cH:21][cH:22][cH:23][cH:24]2)[cH:7][cH:8]1. Reactants: COc1ccc(Nc2ccc(OC)cc2)cc1, Ic1ccccc1, Cc1ccccc1C. Yields the product COc1ccc(N(c2ccccc2)c2ccc(OC)cc2)cc1. The reactants are O=C([O-])[O-], CC[N+](CC)(CC)CC, Cc1cc(C)c(N)c(C)c1, [Cl-], ClCC1COCO1, [K+], [K+]. Product: Cc1cc(C)c(NCC2COCO2)c(C)c1. Reaction SMILES: [C:18](=[O:19])([O-:20])[O-:21].[CH2:25]([N+:26]([CH2:27][CH3:28])([CH2:29][CH3:30])[CH2:31][CH3:32])[CH3:33].[CH3:1][c:2]1[c:3]([NH2:4])[c:5]([CH3:10])[cH:6][c:7]([CH3:9])[cH:8]1.[Cl-:24].[Cl:11][CH2:12][CH:13]1[CH2:14][O:15][CH2:16][O:17]1.[K+:22].[K+:23]>>[CH3:1][c:2]1[c:3]([NH:4][CH2:12][CH:13]2[CH2:14][O:15][CH2:16][O:17]2)[c:5]([CH3:10])[cH:6][c:7]([CH3:9])[cH:8]1. The reactants are C(C)(C)(C)OC(=O)[C@@H]1N(CCC1)C(COC1=CC(=CC(=C1)O)OCC(=O)N1[C@H](CCC1)C(=O)OC(C)(C)C)=O ((R)-1-[[3-[2-[(R)-2-tert-butoxycarbonyl-pyrrolidin-1-yl]-2-oxo-ethoxy]-5-hydroxy-phenoxy]-acetyl]-pyrrolidine-2-carboxylic acid tert-butyl ester). The solvent is FC(C(=O)O)(F)F (trifluoroacetic acid). Conditions: time 8 hour. Product: C(=O)(O)[C@@H]1N(CCC1)C(COC=1C=C(OCC(=O)N2[C@H](CCC2)C(=O)O)C=C(C1)O)=O ((R)-1-[[3-[2-[(R)-2-Carboxy-pyrrolidin-1-yl]-2-oxo-ethoxy]-5-hydroxy-phenoxy]-acetyl]-pyrrolidine-2-carboxylic acid). The yield is 95.5%. RXN SMILES: C([O:5][C:6]([C@H:8]1[CH2:12][CH2:11][CH2:10][N:9]1[C:13](=[O:39])[CH2:14][O:15][C:16]1[CH:21]=[C:20]([OH:22])[CH:19]=[C:18]([O:23][CH2:24][C:25]([N:27]2[CH2:31][CH2:30][CH2:29][C@@H:28]2[C:32]([O:34]C(C)(C)C)=[O:33])=[O:26])[CH:17]=1)=[O:7])(C)(C)C>FC(F)(F)C(O)=O>[C:32]([C@H:28]1[CH2:29][CH2:30][CH2:31][N:27]1[C:25](=[O:26])[CH2:24][O:23][C:18]1[CH:17]=[C:16]([CH:21]=[C:20]([OH:22])[CH:19]=1)[O:15][CH2:14][C:13]([N:9]1[CH2:10][CH2:11][CH2:12][C@@H:8]1[C:6]([OH:7])=[O:5])=[O:39])([OH:34])=[O:33]. Procedure details: A solution of 46 mg (0.084 mmol) (R)-1-[[3-[2-[(R)-2-tert-butoxycarbonyl-pyrrolidin-1-yl]-2-oxo-ethoxy]-5-hydroxy-phenoxy]-acetyl]-pyrrolidine-2-carboxylic acid tert-butyl ester in 1 ml trifluoroacetic acid was stirred for 4 h at room temperature. The solvent was removed in vacuo and the residue suspended in 5 ml ether. The resulting suspension was stirred overnight. Filtration and drying gave 35 mg (96%) of the title compound as a light brown powder. The reactants are C(C)(C)(C)OC(NC=1C(=NN2C1SC=C2C2=C(C=C(C=C2OC)O)OC)OC)=O (tert-butyl[3-(4-hydroxy-2,6-dimethoxyphenyl)-6-methoxypyrazolo[5,1-b][1,3]thiazol-7-yl]carbamate), C([O-])([O-])=O.[K+].[K+] (potassium carbonate), ICC (iodoethane), O1CCC(CC1)=O (tetrahydro-4H-pyran-4-one), C(C)(=O)O[BH-](OC(C)=O)OC(C)=O.[Na+] (sodium triacetoxyborohydride), [H-].[Na+] (sodium hydride), ICCC (1-iodopropane). Run in CN(C)C=O (DMF), O1CCCC1 (tetrahydrofuran), C(C)(=O)O (acetic acid), O (Water). Reaction conditions: time 10 minute. Product: C(C)OC1=CC(=C(C(=C1)OC)C=1N2C(SC1)=C(C(=N2)OC)N(C2CCOCC2)CCC)OC (3-[4-Ethoxy-2,6-dimethoxyphenyl]-6-methoxy-N-propyl-N-(tetrahydro-2H-pyran-4-yl)pyrazolo[5,1-b][1,3]thiazole-7-amine). Isolated yield 59.6%. RXN SMILES: C(OC(=O)[NH:7][C:8]1[C:9]([O:27][CH3:28])=[N:10][N:11]2[C:15]([C:16]3[C:21]([O:22][CH3:23])=[CH:20][C:19]([OH:24])=[CH:18][C:17]=3[O:25][CH3:26])=[CH:14][S:13][C:12]=12)(C)(C)C.C(=O)([O-])[O-].[K+].[K+].I[CH2:37][CH3:38].[H-].[Na+].I[CH2:42][CH2:43][CH3:44].[O:45]1[CH2:50][CH2:49][C:48](=O)[CH2:47][CH2:46]1.C(O[BH-](OC(=O)C)OC(=O)C)(=O)C.[Na+]>O1CCCC1.C(O)(=O)C.O.CN(C=O)C>[CH2:37]([O:24][C:19]1[CH:20]=[C:21]([O:22][CH3:23])[C:16]([C:15]2[N:11]3[N:10]=[C:9]([O:27][CH3:28])[C:8]([N:7]([CH2:42][CH2:43][CH3:44])[CH:48]4[CH2:49][CH2:50][O:45][CH2:46][CH2:47]4)=[C:12]3[S:13][CH:14]=2)=[C:17]([O:25][CH3:26])[CH:18]=1)[CH3:38] |f:1.2.3,5.6,9.10|. Procedure: To a DMF (2.97 ml) solution of tert-butyl[3-(4-hydroxy-2,6-dimethoxyphenyl)-6-methoxypyrazolo[5,1-b][1,3]thiazol-7-yl]carbamate (150 mg, 0.356 mmol) were added potassium carbonate (78.7 mg, 0.570 mmol) and iodoethane (45.6 μl, 0.570 mmol), and the mixture was stirred at room temperature for 16 hours and 10 minutes. Water was added to the reaction mixture, and the mixture was extracted with diethyl ether. The organic layer was dried over anhydrous magnesium sulfate, and then the solvent was disti... Reactants: [F-].[K+] (potassium fluoride), ClC=1C=C(C(N(N1)COCC[Si](C)(C)C)=O)C1=NC2=C(N1COCC[Si](C)(C)C)C=CC=C2 (6-chloro-4-[1-(2-trimethylsilanylethoxymethyl)-1H-benzimidazol-2-yl]-2-(2-trimethylsilanylethoxy-methyl)-2H-pyridazin-3-one), CSC1=NC=CC(=N1)[Sn](CCCC)(CCCC)CCCC (2-methylsulfanyl-4-tributylstannylpyrimidine). Reagents/catalysts: [Cl-].C(C)[N+](CC)(CC)CC (tetra-ethylammonium chloride), Cl[Pd]([P](C1=CC=CC=C1)(C2=CC=CC=C2)C3=CC=CC=C3)([P](C4=CC=CC=C4)(C5=CC=CC=C5)C6=CC=CC=C6)Cl (bis(triphenylphosphine)palladium(II) chloride). Run in CN(C)C=O (DMF). Conditions: temperature 80 celsius, time 30 minute. Product: N1C(=NC2=C1C=CC=C2)C=2C(NN=C(C2)C2=NC(=NC=C2)SC)=O (4-(1H-Benzimidazol-2-yl)-6-[2-methylsulfanyl pyrimidin-4-yl]-2H-pyridazin-3-one). Reaction SMILES: Cl[C:2]1[CH:3]=[C:4]([C:17]2[N:21](COCC[Si](C)(C)C)[C:20]3[CH:30]=[CH:31][CH:32]=[CH:33][C:19]=3[N:18]=2)[C:5](=[O:16])[N:6](COCC[Si](C)(C)C)[N:7]=1.[CH3:34][S:35][C:36]1[N:41]=[C:40]([Sn](CCCC)(CCCC)CCCC)[CH:39]=[CH:38][N:37]=1.[F-].[K+]>[Cl-].C([N+](CC)(CC)CC)C.CN(C=O)C.Cl[Pd](Cl)([P](C1C=CC=CC=1)(C1C=CC=CC=1)C1C=CC=CC=1)[P](C1C=CC=CC=1)(C1C=CC=CC=1)C1C=CC=CC=1>[NH:21]1[C:20]2[CH:30]=[CH:31][CH:32]=[CH:33][C:19]=2[N:18]=[C:17]1[C:4]1[C:5](=[O:16])[NH:6][N:7]=[C:2]([C:38]2[CH:39]=[CH:40][N:41]=[C:36]([S:35][CH3:34])[N:37]=2)[CH:3]=1 |f:2.3,4.5,^1:74,93|. Reported procedure: The compound is prepared in analogy to example 15. A Stille coupling is carried out instead of the Suzuki coupling. This entails dissolving 6-chloro-4-[1-(2-trimethylsilanylethoxymethyl)-1H-benzimidazol-2-yl]-2-(2-trimethylsilanylethoxy-methyl)-2H-pyridazin-3-one, 2-methylsulfanyl-4-tributylstannylpyrimidine, tetra-ethylammonium chloride and bis(triphenylphosphine)palladium(II) chloride in DMF under argon and heating at 80° C. for 6 hours. After cooling to room temperature, 30% aqueous potassium...